This data is from the Open Reaction Database (ORD), a public repository of structured organic reaction records. The task is: describe an organic reaction: reactants, conditions, products, and yield Starting materials: Cl.ClC1=NC=C(C(=N1)NC1CC(NC(C1)(C)C)(C)C)F (2-chloro-5-fluoro-N-(2,2,6,6-tetramethylpiperidin-4-yl)pyrimidin-4-amine hydrochloride), C1(CC1)C1=CC(=C(C=C1N1N=NN=C1C(C)C)N)F (4-cyclopropyl-2-fluoro-5-(5-isopropyl-1H-tetrazol-1-yl)benzenamine), PTSA monohydrate, C(C)(C)O (isopropyl alcohol). Conditions: temperature 70 celsius. Yields the product N.CO (NH3 MeOH), C1(CC1)C1=CC(=C(C=C1N1N=NN=C1C(C)C)NC1=NC=C(C(=N1)NC1CC(NC(C1)(C)C)(C)C)F)F (N2-(4-cyclopropyl-2-fluoro-5-(5-isopropyl-1H-tetrazol-1-yl)phenyl)-5-fluoro-N4-(2,2,6,6-tetramethylpiperidin-4-yl)pyrimidine-2,4-diamine). Yield: 52.0%. RXN SMILES: Cl.Cl[C:3]1[N:8]=[C:7]([NH:9][CH:10]2[CH2:15][C:14]([CH3:17])([CH3:16])[NH:13][C:12]([CH3:19])([CH3:18])[CH2:11]2)[C:6]([F:20])=[CH:5][N:4]=1.[CH:21]1([C:24]2[C:29]([N:30]3[C:34]([CH:35]([CH3:37])[CH3:36])=[N:33][N:32]=[N:31]3)=[CH:28][C:27]([NH2:38])=[C:26]([F:39])[CH:25]=2)[CH2:23][CH2:22]1.[CH:40]([OH:43])(C)C>>[NH3:4].[CH3:40][OH:43].[CH:21]1([C:24]2[C:29]([N:30]3[C:34]([CH:35]([CH3:37])[CH3:36])=[N:33][N:32]=[N:31]3)=[CH:28][C:27]([NH:38][C:3]3[N:8]=[C:7]([NH:9][CH:10]4[CH2:15][C:14]([CH3:17])([CH3:16])[NH:13][C:12]([CH3:19])([CH3:18])[CH2:11]4)[C:6]([F:20])=[CH:5][N:4]=3)=[C:26]([F:39])[CH:25]=2)[CH2:22][CH2:23]1 |f:0.1,4.5|. Procedure: A mixture of 2-chloro-5-fluoro-N-(2,2,6,6-tetramethylpiperidin-4-yl)pyrimidin-4-amine hydrochloride (300 mg, 0.928 mmol, 1 equiv), 4-cyclopropyl-2-fluoro-5-(5-isopropyl-1H-tetrazol-1-yl)benzenamine (291 mg, 1.11 mmol, 1.2 equiv), and PTSA monohydrate (191 mg, 0.742 mmol, 0.8 equiv) in isopropyl alcohol (10 mL) were heated to 70° C. for 7 days. After cooling to ambient temperature, the crude reaction mixture was concentrated to dryness and taken in water, EtOAc, and 1N NaOH. The layers were separ... Reactants: ClC1=CN=CC(=N1)N[C@H](C)C1=CC=C(C=C1)C (6-chloro-N-[(1R)-1-(4-methylphenyl)ethyl]pyrazin-2-amine), COC1=C(C=CC(=C1)B1OC(C(O1)(C)C)(C)C)O (2-methoxy-4-(4,4,5,5-tetramethyl-1,3,2-dioxaborolan-2-yl)phenol). The product is COC1=C(C=CC(=C1)C1=NC(=CN=C1)N[C@H](C)C1=CC=C(C=C1)C)O (2-Methoxy-4-(6-{[(1R)-1-(4-methylphenyl)ethyl]amino}pyrazin-2-yl)phenol). The yield is 6.5%. RXN SMILES: Cl[C:2]1[N:7]=[C:6]([NH:8][C@@H:9]([C:11]2[CH:16]=[CH:15][C:14]([CH3:17])=[CH:13][CH:12]=2)[CH3:10])[CH:5]=[N:4][CH:3]=1.[CH3:18][O:19][C:20]1[CH:25]=[C:24](B2OC(C)(C)C(C)(C)O2)[CH:23]=[CH:22][C:21]=1[OH:35]>>[CH3:18][O:19][C:20]1[CH:25]=[C:24]([C:2]2[CH:3]=[N:4][CH:5]=[C:6]([NH:8][C@@H:9]([C:11]3[CH:16]=[CH:15][C:14]([CH3:17])=[CH:13][CH:12]=3)[CH3:10])[N:7]=2)[CH:23]=[CH:22][C:21]=1[OH:35]. Procedure details: In a procedure analogous to Example 2, reaction of 6-chloro-N-[(1R)-1-(4-methylphenyl)ethyl]pyrazin-2-amine (56.8 mg, 0.229 mmol) and 2-methoxy-4-(4,4,5,5-tetramethyl-1,3,2-dioxaborolan-2-yl)phenol 63 mg, 0.25 mmol) furnished the product (5 mg, 6%). The reactants are C1=CC(=CC=C1CBr)C#N (a-bromo-p-tolunitrile), BrC(C)Br (dibromoethane), bis(triphenylphosphine)Nickel, IC1=CN=CN1C(C1=CC=CC=C1)(C1=CC=CC=C1)C1=CC=CC=C1 (5-iodo-1-trityl imidazole). Reagents/catalysts: [Zn] (zinc). Run in C1CCOC1 (THF), C1CCOC1 (THF). Conditions: temperature 20 celsius, time 45 minute. Yields the product C(C1=CC=CC=C1)(C1=CC=CC=C1)(C1=CC=CC=C1)N1C=NC(=C1C)CC1=CC=C(C=C1)C#N (1-Trityl-4-(4-cyanobenzyl)5-methylimidazole). RXN SMILES: Br[CH:2](Br)[CH3:3].[CH:5]1[C:10]([CH2:11]Br)=[CH:9][CH:8]=[C:7]([C:13]#[N:14])[CH:6]=1.IC1[N:20]([C:21]([C:34]2[CH:39]=[CH:38][CH:37]=[CH:36][CH:35]=2)([C:28]2[CH:33]=[CH:32][CH:31]=[CH:30][CH:29]=2)[C:22]2[CH:27]=[CH:26][CH:25]=[CH:24][CH:23]=2)[CH:19]=[N:18][CH:17]=1>C1COCC1.[Zn]>[C:21]([N:20]1[C:2]([CH3:3])=[C:17]([CH2:11][C:10]2[CH:9]=[CH:8][C:7]([C:13]#[N:14])=[CH:6][CH:5]=2)[N:18]=[CH:19]1)([C:28]1[CH:29]=[CH:30][CH:31]=[CH:32][CH:33]=1)([C:34]1[CH:39]=[CH:38][CH:37]=[CH:36][CH:35]=1)[C:22]1[CH:27]=[CH:26][CH:25]=[CH:24][CH:23]=1. Reported procedure: To a suspension of activated zinc dust (0.262 g, 3.99 mmol) in THF (1 mL) was added dibromoethane (0.035 mL, 0.039 mmol) and the reaction stirred under argon at 20° C. for 45 minutes. The suspension was cooled to 0° C. and a-bromo-p-tolunitrile (0.51 g, 2.60 mmol) in THF (3 mL) was added dropwise over a period of 10 minutes. The reaction was then allowed to stir at 20° C. for 45 minutes and bis(triphenylphosphine)Nickel II chloride (0.130 g, 0.399 mmol) and 5-iodo-1-trityl imidazole (15.95 g, 36... Reactants: ClC1=C(C(=CC(=C1)I)Cl)C=1SC=2C=[N+](C=C(C2N1)F)[O-] (2-(2,6-dichloro-4-iodophenyl)-7-fluorothiazolo[5,4-c]pyridine-5-oxide), resultant mixture, C([O-])(O)=O.[Na+] (sodium bicarbonate), P(=O)(Cl)(Cl)Cl (phosphorus oxychloride). Run in ClCCCl (1,2-dichloroethane). The product is ClC1=NC=C(C2=C1SC(=N2)C2=C(C=C(C=C2Cl)I)Cl)F (4-Chloro-2-(2,6-dichloro-4-iodophenyl)-7-fluorothiazolo[5,4-c]pyridine). The yield is 34.0%. As a reaction SMILES: [Cl:1][C:2]1[CH:7]=[C:6]([I:8])[CH:5]=[C:4]([Cl:9])[C:3]=1[C:10]1[S:11][C:12]2[CH:13]=[N+:14]([O-])[CH:15]=[C:16]([F:19])[C:17]=2[N:18]=1.P(Cl)(Cl)([Cl:23])=O.C(=O)(O)[O-].[Na+]>ClCCCl>[Cl:23][C:13]1[C:12]2[S:11][C:10]([C:3]3[C:2]([Cl:1])=[CH:7][C:6]([I:8])=[CH:5][C:4]=3[Cl:9])=[N:18][C:17]=2[C:16]([F:19])=[CH:15][N:14]=1 |f:2.3|. Procedure details: To a suspension of 2-(2,6-dichloro-4-iodophenyl)-7-fluorothiazolo[5,4-c]pyridine-5-oxide (2.8 g, 6.4 mmol) in 1,2-dichloroethane (80 mL) was added phosphorus oxychloride (1.8 mL, 19.1 mmol). The reaction mixture was heated under reflux for 16 hours. Upon cooling, the resultant mixture was treated cautiously with aqueous sodium bicarbonate to achieve pH 6-7, and then extracted with dichloromethane (×2). The combined organic extracts were dried (MgSO4), filtered and concentrated under reduced pres... Yields the product COc1cccc2oc(C(=O)O)c(C)c12. Starting materials: CCOC(=O)c1oc2cccc(OC)c2c1C, C1CCOC1, [Li+], [OH-]. Reaction SMILES: [CH2:1]([CH3:2])[O:3][C:4](=[O:5])[c:6]1[o:7][c:8]2[c:9]([c:10]1[CH3:11])[c:12]([O:16][CH3:17])[cH:13][cH:14][cH:15]2.[CH2:20]1[O:21][CH2:22][CH2:23][CH2:24]1.[Li+:19].[OH-:18]>>[O:3]=[C:4]([OH:5])[c:6]1[o:7][c:8]2[c:9]([c:10]1[CH3:11])[c:12]([O:16][CH3:17])[cH:13][cH:14][cH:15]2. Reactants: reactants, [N+](=O)([O-])C=1C=C(C=CC1)[O-].[Na+] (sodium m-nitrophenolate), [N+](=O)([O-])C1=CC=C(C=C1)[O-].[Na+] (sodium p-nitrophenolate). Yields the product [N+](=O)([O-])C=1C=C(C=CC1)OC (m-nitroanisole). Isolated yield 85.0%. As a reaction SMILES: [N+:1]([C:4]1[CH:5]=[C:6]([O-:10])[CH:7]=[CH:8][CH:9]=1)([O-:3])=[O:2].[Na+].[N+]([C:15]1C=CC([O-])=CC=1)([O-])=O.[Na+]>>[N+:1]([C:4]1[CH:5]=[C:6]([O:10][CH3:15])[CH:7]=[CH:8][CH:9]=1)([O-:3])=[O:2] |f:0.1,2.3|. Reported procedure: The procedure and reactants of Example 1 were used except that sodium m-nitrophenolate was substituted for sodium p-nitrophenolate. 0.6 grams of m-nitroanisole (about 85 percent) were obtained.